From a dataset of the Open Reaction Database (ORD), a public repository of structured organic reaction records. describe an organic reaction: reactants, conditions, products, and yield Starting materials: C1(=CC=C(C=C1)C(=O)C1=CC=CC(=N1)S)C (6-(4-toluoyl)pyridine-2-thiol), O.O.O.O.O.O.O.O.[OH-].[Ba+2].[OH-] (barium hydroxide octahydrate). The solvent is O (water). The product is C1(=CC=C(C=C1)C(=O)C1=CC=CC(=N1)S(=O)(=O)O)C (6-(4-toluoyl)pyridine-2-sulphonic acid). Isolated yield 80.6%. As a reaction SMILES: [C:1]1([CH3:16])[CH:6]=[CH:5][C:4]([C:7]([C:9]2[N:14]=[C:13]([SH:15])[CH:12]=[CH:11][CH:10]=2)=[O:8])=[CH:3][CH:2]=1.[OH2:17].[OH2:18].[OH2:19].O.O.O.O.O.[OH-].[Ba+2].[OH-]>O>[C:1]1([CH3:16])[CH:2]=[CH:3][C:4]([C:7]([C:9]2[N:14]=[C:13]([S:15]([OH:19])(=[O:18])=[O:17])[CH:12]=[CH:11][CH:10]=2)=[O:8])=[CH:5][CH:6]=1 |f:1.2.3.4.5.6.7.8.9.10.11|. Reported procedure: This thiol (9.16 g) was dissolved in a solution of barium hydroxide octahydrate (12.62 g) in water (250 ml) and the solution filtered. To the stirred and ice-cooled solution was then added dropwise 30% aqueous hydrogen peroxide (14.0 ml). After allowing to warm to room-temperature the mixture was heated on the steam bath for one hour with stirring. The resultant solution was filtered hot and then allowed to cool whereupon the barium salt of the sulphonic acid crystallised from solution. To the s... The reactants are C1=CC(=CC=C1O)C (p-cresol), C([O-])([O-])=O.[K+].[K+] (potassium carbonate). The reagents and catalysts are [Cu]I (copper(I) iodide). Solvent: CN(C=O)C (dimethylformamide). The product is CC1=CC=C(OC2=C(C(=O)O)C=CC=C2)C=C1 (2-(4-methylphenoxy)benzoic acid). The yield is 90.3%. As a reaction SMILES: [CH:1]1[C:6]([OH:7])=[CH:5][CH:4]=[C:3]([CH3:8])[CH:2]=1.[C:9](=[O:12])([O-])[O-:10].[K+].[K+]>CN(C)C=O.[Cu]I>[CH3:8][C:3]1[CH:4]=[CH:5][C:6]([O:7][C:1]2[CH:6]=[CH:5][CH:4]=[CH:3][C:2]=2[C:9]([OH:10])=[O:12])=[CH:1][CH:2]=1 |f:1.2.3|. Procedure: To a solution of 5.95 g of p-cresol and 7.83 g of 2-chlorobenzoic in 50 mL of dimethylformamide at 25° was added, in portions, 14.50 g of anhydrous potassium carbonate. The resulting mixture was heated to 80°, and 0.10 g of copper(I) iodide was added. The reaction mixture then was refluxed for 16 hours. While still hot the mixture was poured onto water-ice. The resulting suspension was filtered, and the filtrate was adjusted to pH 3.0 using aqueous hydrochloric acid. The precipitate was recovere...